This data is from the Open Reaction Database (ORD), a public repository of structured organic reaction records. The task is: describe an organic reaction: reactants, conditions, products, and yield Reported procedure: A suspension of N-(3-acetyl-4-hydroxy-phenyl)-acetamide (1.029 g, 5.3 mmol) in 15% HCl (1.5 ml, 6.2 mmol, 1.2 equ) was heated to reflux for 40 minutes, then cooled and neutralised with 10% aqueous ammonia. The precipitated solid was collected by filtration as 1-(5-amino-2-hydroxy-phenyl)-ethanone (0.677 g, 84%) a green solid. Reactants: C(C)(=O)C=1C=C(C=CC1O)NC(C)=O (N-(3-acetyl-4-hydroxy-phenyl)-acetamide), Cl (HCl), N (ammonia). Product: NC=1C=CC(=C(C1)C(C)=O)O (1-(5-Amino-2-hydroxy-phenyl)-ethanone). RXN SMILES: [C:1]([C:4]1[CH:5]=[C:6]([NH:11]C(=O)C)[CH:7]=[CH:8][C:9]=1[OH:10])(=[O:3])[CH3:2].Cl.N>>[NH2:11][C:6]1[CH:7]=[CH:8][C:9]([OH:10])=[C:4]([C:1](=[O:3])[CH3:2])[CH:5]=1. Starting materials: CCOC(=O)C1CCCN(C(=O)C(C)NC(=O)c2cnc3n2C(C)(Cc2ccc(C#N)cc2)C(=O)N3c2cc(Cl)cc(Cl)c2)C1, CO, N. The product is CC(NC(=O)c1cnc2n1C(C)(Cc1ccc(C#N)cc1)C(=O)N2c1cc(Cl)cc(Cl)c1)C(=O)N1CCCC(C(N)=O)C1. Reaction SMILES: [CH2:1]([O:3][C:4](=[O:2])[CH:6]1[CH2:7][N:8]([C:12]([CH:13]([CH3:14])[NH:15][C:16](=[O:17])[c:18]2[cH:19][n:20][c:21]3[n:22]2[C:23]([CH3:35])([CH2:36][c:37]2[cH:38][cH:39][c:40]([C:43]#[N:44])[cH:41][cH:42]2)[C:24](=[O:34])[N:25]3[c:26]2[cH:27][c:28]([Cl:33])[cH:29][c:30]([Cl:32])[cH:31]2)=[O:45])[CH2:9][CH2:10][CH2:11]1)[CH3:5].[CH3:47][OH:48].[NH3:46]>>[O:3]=[C:4]([CH:6]1[CH2:7][N:8]([C:12]([CH:13]([CH3:14])[NH:15][C:16](=[O:17])[c:18]2[cH:19][n:20][c:21]3[n:22]2[C:23]([CH3:35])([CH2:36][c:37]2[cH:38][cH:39][c:40]([C:43]#[N:44])[cH:41][cH:42]2)[C:24](=[O:34])[N:25]3[c:26]2[cH:27][c:28]([Cl:33])[cH:29][c:30]([Cl:32])[cH:31]2)=[O:45])[CH2:9][CH2:10][CH2:11]1)[NH2:46]. Starting materials: CC1(C)OB(c2cnc(N)nc2)OC1(C)C, Clc1nc(N2CCOCC2)c2ncsc2n1. Yields the product Nc1ncc(-c2nc(N3CCOCC3)c3ncsc3n2)cn1. As a reaction SMILES: [CH3:17][C:18]1([CH3:19])[C:20]([CH3:21])([CH3:22])[O:23][B:24]([c:25]2[cH:26][n:27][c:28]([NH2:31])[n:29][cH:30]2)[O:32]1.[Cl:1][c:2]1[n:3][c:4]([N:11]2[CH2:12][CH2:13][O:14][CH2:15][CH2:16]2)[c:5]2[c:6]([n:7]1)[s:8][cH:9][n:10]2>>[c:2]1(-[c:25]2[cH:26][n:27][c:28]([NH2:31])[n:29][cH:30]2)[n:3][c:4]([N:11]2[CH2:12][CH2:13][O:14][CH2:15][CH2:16]2)[c:5]2[c:6]([n:7]1)[s:8][cH:9][n:10]2. The reactants are CC(=O)SCC(Cc1ccccc1)NC(=O)N(CCO)CCO, NN, O. The product is O=C(NC(CS)Cc1ccccc1)N(CCO)CCO. RXN SMILES: [C:1](=[O:2])([S:3][CH2:4][CH:5]([CH2:6][c:7]1[cH:8][cH:9][cH:10][cH:11][cH:12]1)[NH:13][C:14](=[O:15])[N:16]([CH2:17][CH2:18][OH:19])[CH2:20][CH2:21][OH:22])[CH3:23].[NH2:25][NH2:26].[OH2:24]>>[SH:3][CH2:4][CH:5]([CH2:6][c:7]1[cH:8][cH:9][cH:10][cH:11][cH:12]1)[NH:13][C:14](=[O:15])[N:16]([CH2:17][CH2:18][OH:19])[CH2:20][CH2:21][OH:22]. The reactants are COc1cccc(C[Mg+])c1, COc1cccc(CCl)c1, [Cl-], Br[Cu]Br, C1CCOC1, c1ccc(-c2nc(C34CCCCC3O4)oc2-c2ccccc2)cc1. Yields the product COc1cccc(CC2CCCCC2(O)c2nc(-c3ccccc3)c(-c3ccccc3)o2)c1. Reaction SMILES: [CH3:26][O:27][c:28]1[cH:29][c:30]([CH2:31][Mg+:32])[cH:33][cH:34][cH:35]1.[CH3:36][O:37][c:38]1[cH:39][c:40]([CH2:44][Cl:45])[cH:41][cH:42][cH:43]1.[Cl-:25].[Cu:51]([Br:52])[Br:53].[O:46]1[CH2:47][CH2:48][CH2:49][CH2:50]1.[c:1]1(-[c:7]2[n:8][c:9]([C:18]34[CH:19]([CH2:20][CH2:21][CH2:22][CH2:23]3)[O:24]4)[o:10][c:11]2-[c:12]2[cH:13][cH:14][cH:15][cH:16][cH:17]2)[cH:2][cH:3][cH:4][cH:5][cH:6]1>>[c:1]1(-[c:7]2[n:8][c:9]([C:18]3([OH:24])[CH:19]([CH2:31][c:30]4[cH:29][c:28]([O:27][CH3:26])[cH:35][cH:34][cH:33]4)[CH2:20][CH2:21][CH2:22][CH2:23]3)[o:10][c:11]2-[c:12]2[cH:13][cH:14][cH:15][cH:16][cH:17]2)[cH:2][cH:3][cH:4][cH:5][cH:6]1. Reactants: CCOC(C)=O, [Cl-], Cl, COC(=O)c1ccc(OCF)cn1, [Na+], [Na+], C1CCOC1, [OH-], O, O. Product: O=C(O)c1ccc(OCF)cn1. As a reaction SMILES: [CH3:25][CH2:26][O:27][C:28](=[O:29])[CH3:30].[Cl-:18].[ClH:16].[F:3][CH2:4][O:5][c:6]1[cH:7][cH:8][c:9]([C:12](=[O:13])[O:14][CH3:15])[n:10][cH:11]1.[Na+:17].[Na+:2].[O:20]1[CH2:21][CH2:22][CH2:23][CH2:24]1.[OH-:1].[OH2:19].[OH2:31]>>[F:3][CH2:4][O:5][c:6]1[cH:7][cH:8][c:9]([C:12](=[O:13])[OH:14])[n:10][cH:11]1.